This data is from the Open Reaction Database (ORD), a public repository of structured organic reaction records. The task is: describe an organic reaction: reactants, conditions, products, and yield The reactants are C=1C=CC(=CC1)P(C=2C=CC=CC2)C3=CC=C4C=CC=CC4=C3C5=C6C=CC=CC6=CC=C5P(C=7C=CC=CC7)C=8C=CC=CC8 (BINAP), ClC1=NC=C(C(=C1)NC1=C(C(=O)NC)C=CC=C1)C(=C)C (2-(2-chloro-5-isopropenyl-pyridin-4-ylamino)-N-methyl-benzamide), CN1N=C(C=C1N)C (2,5-dimethyl-2H-pyrazol-3-ylamine), C(=O)([O-])[O-].[Cs+].[Cs+] (Cs2CO3). Reaction conditions: time 45 minute. Yield: 48.0%. Yields the product CN1N=C(C=C1NC1=NC=C(C(=C1)NC1=C(C(=O)NC)C=CC=C1)C(=C)C)C (2-[2-(2,5-Dimethyl-2H-pyrazol-3-ylamino)-5-isopropenyl-pyridin-4-ylamino]-N-methyl-benzamide), solid. Run in O1CCOCC1 (1,4-dioxane). Reagents/catalysts: CC(=O)[O-].CC(=O)[O-].[Pd+2] (Pd(OAc)2). Procedure: To a 10 mL microwave tube was added 2-(2-chloro-5-isopropenyl-pyridin-4-ylamino)-N-methyl-benzamide (0.075 g, 0.25 mmol, 1 eq), 2,5-dimethyl-2H-pyrazol-3-ylamine (0.055 g, 0.50 mmol, 2 eq), Cs2CO3 (0.24 g, 0.74 mmol, 3 eq) and 1,4-dioxane (3 mL). The resulting mixture was degassed with N2 for 30 minutes. Then Pd(OAc)2 (0.015 g, 0.07 mmol, 0.27 eq) and BINAP (0.046 g, 0.074 mmol, 0.3 eq) were added and the mixture degassed again with N2 for another 10 minutes. The resulting reaction mixture was i... Reaction SMILES: Cl[C:2]1[CH:7]=[C:6]([NH:8][C:9]2[CH:18]=[CH:17][CH:16]=[CH:15][C:10]=2[C:11]([NH:13][CH3:14])=[O:12])[C:5]([C:19]([CH3:21])=[CH2:20])=[CH:4][N:3]=1.[CH3:22][N:23]1[C:27]([NH2:28])=[CH:26][C:25]([CH3:29])=[N:24]1.C([O-])([O-])=O.[Cs+].[Cs+].C1C=CC(P(C2C(C3C(P(C4C=CC=CC=4)C4C=CC=CC=4)=CC=C4C=3C=CC=C4)=C3C(C=CC=C3)=CC=2)C2C=CC=CC=2)=CC=1>CC([O-])=O.CC([O-])=O.[Pd+2].O1CCOCC1>[CH3:22][N:23]1[C:27]([NH:28][C:2]2[CH:7]=[C:6]([NH:8][C:9]3[CH:18]=[CH:17][CH:16]=[CH:15][C:10]=3[C:11]([NH:13][CH3:14])=[O:12])[C:5]([C:19]([CH3:21])=[CH2:20])=[CH:4][N:3]=2)=[CH:26][C:25]([CH3:29])=[N:24]1 |f:2.3.4,6.7.8|. The reactants are ClC1=C(N=CC(=N1)N[C@@H](C(=O)N)CC1CC1)C#N ((R)-2-(6-chloro-5-cyanopyrazin-2-ylamino)-3-cyclopropylpropanamide), NC=1C=NC2=CC=CC=C2C1 (3-aminoquinoline), C(=O)([O-])[O-].[K+].[K+] (K2CO3), C=1C=CC(=CC1)P(C=2C=CC=CC2)C3=CC=C4C=CC=CC4=C3C5=C6C=CC=CC6=CC=C5P(C=7C=CC=CC7)C=8C=CC=CC8 (BINAP). Reagents/catalysts: CC(=O)[O-].CC(=O)[O-].[Pd+2] (Pd(OAc)2). Run in O1CCOCC1 (dioxane). Reaction conditions: time 3 hour. Product: C(#N)C=1N=CC(=NC1NC=1C=NC2=CC=CC=C2C1)N[C@@H](C(=O)N)CC1CC1 ((R)-2-(5-cyano-6-(quinolin-3-ylamino)pyrazin-2-ylamino)-3-cyclopropylpropanamide). Isolated yield 43.9%. As a reaction SMILES: Cl[C:2]1[N:7]=[C:6]([NH:8][C@H:9]([CH2:13][CH:14]2[CH2:16][CH2:15]2)[C:10]([NH2:12])=[O:11])[CH:5]=[N:4][C:3]=1[C:17]#[N:18].[NH2:19][C:20]1[CH:21]=[N:22][C:23]2[C:28]([CH:29]=1)=[CH:27][CH:26]=[CH:25][CH:24]=2.C([O-])([O-])=O.[K+].[K+].C1C=CC(P(C2C(C3C(P(C4C=CC=CC=4)C4C=CC=CC=4)=CC=C4C=3C=CC=C4)=C3C(C=CC=C3)=CC=2)C2C=CC=CC=2)=CC=1>O1CCOCC1.CC([O-])=O.CC([O-])=O.[Pd+2]>[C:17]([C:3]1[N:4]=[CH:5][C:6]([NH:8][C@H:9]([CH2:13][CH:14]2[CH2:16][CH2:15]2)[C:10]([NH2:12])=[O:11])=[N:7][C:2]=1[NH:19][C:20]1[CH:21]=[N:22][C:23]2[C:28]([CH:29]=1)=[CH:27][CH:26]=[CH:25][CH:24]=2)#[N:18] |f:2.3.4,7.8.9|. Reported procedure: A mixture of (R)-2-(6-chloro-5-cyanopyrazin-2-ylamino)-3-cyclopropylpropanamide (78 mg, 0.293 mmol), 3-aminoquinoline (60 mg, 0.416 mmol), K2CO3 (70 mg, 0.507 mmol), BINAP (25 mg, 0.040 mmol) and Pd(OAc)2 (10 mg, 0.044 mmol) in dioxane (2 mL) was degassed with Ar, then was stirred at 110 C for 3 h. The mixture was concentrated in vacuo. The residue was purified by HPLC to give (R)-2-(5-cyano-6-(quinolin-3-ylamino)pyrazin-2-ylamino)-3-cyclopropylpropanamide (48 mg). The reactants are [N+](=O)([O-])C1=CC=C(C=C1)CC(C(=O)OCC)=O (ethyl 3-(4-nitrophenyl)pyruvate), FF (fluorine). Run in C(C)#N (acetonitrile). Yields the product [N+](=O)([O-])C1=CC=C(C=C1)C(C(C(=O)OCC)=O)F (ethyl 3-(4-nitrophenyl)-3-fluoropyruvate). As a reaction SMILES: [N+:1]([C:4]1[CH:9]=[CH:8][C:7]([CH2:10][C:11](=[O:17])[C:12]([O:14][CH2:15][CH3:16])=[O:13])=[CH:6][CH:5]=1)([O-:3])=[O:2].[F:18]F>C(#N)C>[N+:1]([C:4]1[CH:5]=[CH:6][C:7]([CH:10]([F:18])[C:11](=[O:17])[C:12]([O:14][CH2:15][CH3:16])=[O:13])=[CH:8][CH:9]=1)([O-:3])=[O:2]. Reported procedure: In the same manner as described in Example 1, ethyl 3-(4-nitrophenyl)pyruvate (11.86 g) is dissolved in acetonitrile (500 ml) and reacted with fluorine at -10° C. After the same work-up as above described, the residue is rectified to give syrupy ethyl 3-(4-nitrophenyl)-3-fluoropyruvate (3.83 g). The reactants are [Al+3], [H-], [H-], [H-], [H-], [Li+], [Na+], O=C1CC(CCOC2CCCCO2)(c2ccc(Cl)c(Cl)c2)CN1, C1CCOC1, [OH-], O. Yields the product Clc1ccc(C2(CCOC3CCCCO3)CCNC2)cc1Cl. Reaction SMILES: [Al+3:25].[H-:24].[H-:27].[H-:28].[H-:29].[Li+:26].[Na+:32].[O:1]1[CH:2]([O:7][CH2:8][CH2:9][C:10]2([c:16]3[cH:17][c:18]([Cl:23])[c:19]([Cl:22])[cH:20][cH:21]3)[CH2:11][C:12](=[O:15])[NH:13][CH2:14]2)[CH2:3][CH2:4][CH2:5][CH2:6]1.[O:33]1[CH2:34][CH2:35][CH2:36][CH2:37]1.[OH-:31].[OH2:30]>>[O:1]1[CH:2]([O:7][CH2:8][CH2:9][C:10]2([c:16]3[cH:17][c:18]([Cl:23])[c:19]([Cl:22])[cH:20][cH:21]3)[CH2:11][CH2:12][NH:13][CH2:14]2)[CH2:3][CH2:4][CH2:5][CH2:6]1. Reactants: COC(=O)C(N)Cc1ccccc1, CC(=O)NC(Cc1ccccc1)C(=O)O, CO. Yields the product COC(=O)C(N)Cc1ccccc1, CC(=O)NC(Cc1ccccc1)C(=O)O. Reaction SMILES: [CH3:16][O:17][C:18]([CH:19]([NH2:20])[CH2:21][c:22]1[cH:23][cH:24][cH:25][cH:26][cH:27]1)=[O:28].[CH3:1][C:2](=[O:3])[NH:4][CH:5]([CH2:6][c:7]1[cH:8][cH:9][cH:10][cH:11][cH:12]1)[C:13]([OH:14])=[O:15].[CH3:29][OH:30]>>[CH3:16][O:17][C:18]([CH:19]([NH2:20])[CH2:21][c:22]1[cH:23][cH:24][cH:25][cH:26][cH:27]1)=[O:28].[CH3:1][C:2](=[O:3])[NH:4][CH:5]([CH2:6][c:7]1[cH:8][cH:9][cH:10][cH:11][cH:12]1)[C:13](=[O:14])[OH:15].